From a dataset of the Open Reaction Database (ORD), a public repository of structured organic reaction records. describe an organic reaction: reactants, conditions, products, and yield Starting materials: CCNCCN(CC)CC, CC1CCC(C(C)C)C(OCC(=O)O)C1, C(=NC1CCCCC1)=NC1CCCCC1, C1CCOC1. Yields the product CCN(CC)CCN(CC)C(=O)COC1CC(C)CCC1C(C)C. RXN SMILES: [CH2:16]([CH3:17])[N:18]([CH2:19][CH2:20][NH:21][CH2:22][CH3:23])[CH2:24][CH3:25].[CH3:1][CH:2]1[CH2:3][CH:4]([O:11][CH2:12][C:13](=[O:14])[OH:15])[CH:5]([CH:8]([CH3:9])[CH3:10])[CH2:6][CH2:7]1.[CH:26]1([N:27]=[C:28]=[N:29][CH:30]2[CH2:31][CH2:32][CH2:33][CH2:34][CH2:35]2)[CH2:36][CH2:37][CH2:38][CH2:39][CH2:40]1.[O:41]1[CH2:42][CH2:43][CH2:44][CH2:45]1>>[CH3:1][CH:2]1[CH2:3][CH:4]([O:11][CH2:12][C:13](=[O:15])[N:21]([CH2:20][CH2:19][N:18]([CH2:16][CH3:17])[CH2:24][CH3:25])[CH2:22][CH3:23])[CH:5]([CH:8]([CH3:9])[CH3:10])[CH2:6][CH2:7]1. Reactants: CC(C)OP(=O)OC(C)C (effective_coupling_partner), CCCCc1ccc(OC(=O)C(C)(C)C)cc1 (substrate). The reagents and catalysts are dcype. Run at temperature 100 celsius, time 24 hour. The product is CCCCc1ccc(P(=O)(OC(C)C)OC(C)C)cc1. Starting materials: C(C)(=O)N1CC2(CCC1)OC1=C(C2)C=C(C=C1)NS(=O)(=O)C (1'-Acetyl-2,3-dihydro-5-methanesulfonamidospiro(benzofuran-2,3'-piperidine)), Cl (hydrochloric acid). Solvent: C(C)O (ethanol). Yields the product Cl.CS(=O)(=O)NC=1C=CC2=C(CC3(CNCCC3)O2)C1 (2,3-dihydro-5-(methanesulfonamido)spiro(benzofuran-2,3'-piperidine)hydrochloride). Reaction SMILES: C([N:4]1[CH2:9][CH2:8][CH2:7][C:6]2([CH2:13][C:12]3[CH:14]=[C:15]([NH:18][S:19]([CH3:22])(=[O:21])=[O:20])[CH:16]=[CH:17][C:11]=3[O:10]2)[CH2:5]1)(=O)C.[ClH:23]>C(O)C>[ClH:23].[CH3:22][S:19]([NH:18][C:15]1[CH:16]=[CH:17][C:11]2[O:10][C:6]3([CH2:7][CH2:8][CH2:9][NH:4][CH2:5]3)[CH2:13][C:12]=2[CH:14]=1)(=[O:20])=[O:21] |f:3.4|. Reported procedure: A solution of 3.6 g (11.09 mmole) of 1'-Acetyl-2,3-dihydro-5-methanesulfonamidospiro(benzofuran-2,3'-piperidine) in 100 mL ethanol was treated with 50 mL 6N hydrochloric acid and heated to reflux for 18 hours. The reaction was concentrated to dryness and the residue crystallized from ethanol to give 2.77 g of products mp=243°-244° C. 'H NMR (DMSO) δ9.6 (brs, 1H), 9.4 (s, 1H), 7.11 (d, J=1.6 Hz, 1H), 7.0 (dd, J=1.6, 8.5 Hz), 6.70 (d, J=8.5 Hz, 1H), 3.5-2.8 (m, 6H), 2.88 (s, 3H), 2.0-1.30 (m, 4H). Starting materials: CCO, CC(C)=O, O=Cc1ccccc1, [H][H], NCCO, [Pt]. Product: CC(C)N(CCO)Cc1ccccc1. Reaction SMILES: [CH3:13][CH2:14][OH:15].[CH3:18][C:19]([CH3:20])=[O:21].[CH:5](=[O:6])[c:7]1[cH:8][cH:9][cH:10][cH:11][cH:12]1.[H:16][H:17].[NH2:1][CH2:2][CH2:3][OH:4].[Pt:22]>>[N:1]([CH2:2][CH2:3][OH:4])([CH2:5][c:7]1[cH:8][cH:9][cH:10][cH:11][cH:12]1)[CH:19]([CH3:18])[CH3:20].